From a dataset of the Open Reaction Database (ORD), a public repository of structured organic reaction records. describe an organic reaction: reactants, conditions, products, and yield The reactants are [Al+3], COc1cc2c(cc1OC)CN(C(=O)C1CCNCC1)CC2, [H-], [H-], [H-], [H-], [Li+], [Na+], C1CCOC1, [OH-], O. Product: COc1cc2c(cc1OC)CN(CC1CCNCC1)CC2. Reaction SMILES: [Al+3:2].[CH3:7][O:8][c:9]1[cH:10][c:11]2[c:16]([cH:17][c:18]1[O:19][CH3:20])[CH2:15][N:14]([C:21](=[O:22])[CH:23]1[CH2:24][CH2:25][NH:26][CH2:27][CH2:28]1)[CH2:13][CH2:12]2.[H-:1].[H-:4].[H-:5].[H-:6].[Li+:3].[Na+:31].[O:32]1[CH2:33][CH2:34][CH2:35][CH2:36]1.[OH-:30].[OH2:29]>>[CH3:7][O:8][c:9]1[cH:10][c:11]2[c:16]([cH:17][c:18]1[O:19][CH3:20])[CH2:15][N:14]([CH2:21][CH:23]1[CH2:24][CH2:25][NH:26][CH2:27][CH2:28]1)[CH2:13][CH2:12]2. Starting materials: C1(=CC=CC2=CC=CC=C12)C1=C(C=CC=C1)C (2-(1-Naphthyl)toluene), BrN1C(CCC1=O)=O (N-bromosuccinimide), N(=NC(C#N)(C)C)C(C#N)(C)C (azobisisobutyronitrile). Run in C(Cl)(Cl)(Cl)Cl (carbon tetrachloride). The product is C1(=CC=CC2=CC=CC=C12)C1=C(CBr)C=CC=C1 (2-(1-Naphthyl)benzyl bromide). RXN SMILES: [C:1]1([C:11]2[CH:16]=[CH:15][CH:14]=[CH:13][C:12]=2[CH3:17])[C:10]2[C:5](=[CH:6][CH:7]=[CH:8][CH:9]=2)[CH:4]=[CH:3][CH:2]=1.[Br:18]N1C(=O)CCC1=O.N(C(C)(C)C#N)=NC(C)(C)C#N>C(Cl)(Cl)(Cl)Cl>[C:1]1([C:11]2[CH:16]=[CH:15][CH:14]=[CH:13][C:12]=2[CH2:17][Br:18])[C:10]2[C:5](=[CH:6][CH:7]=[CH:8][CH:9]=2)[CH:4]=[CH:3][CH:2]=1. Reported procedure: 114 g (0.52 mol) of 6 and 103 g (0.58 mol) of N-bromosuccinimide were dissolved at room temperature in 2000 cm3 of carbon tetrachloride, admixed with 3 g of azobisisobutyronitrile and heated under reflux for 4 hours. The precipitated succinimide was filtered off, the solvent was removed under reduced pressure and the residue was purified by filtration through 1000 g of silica gel (hexane/methylene chloride 9:1). This gave 141 g (82%) of 7 as a colorless lacrymatory oil. Reactants: BrC1=CC=NC2=C(C=C(C(=C12)C)[N+](=O)[O-])C (4-bromo-5,8-dimethyl-6-nitroquinoline), cuprous cyanide, CN(C=O)C (dimethylformamide). Product: C(#N)C1=CC=NC2=C(C=C(C(=C12)C)[N+](=O)[O-])C (4-cyano-5,8-dimethyl-6-nitroquinoline). RXN SMILES: Br[C:2]1[C:11]2[C:6](=[C:7]([CH3:16])[CH:8]=[C:9]([N+:13]([O-:15])=[O:14])[C:10]=2[CH3:12])[N:5]=[CH:4][CH:3]=1.[CH3:17][N:18](C)C=O>O>[C:17]([C:2]1[C:11]2[C:6](=[C:7]([CH3:16])[CH:8]=[C:9]([N+:13]([O-:15])=[O:14])[C:10]=2[CH3:12])[N:5]=[CH:4][CH:3]=1)#[N:18]. Solvent: O (Water). Procedure: A mixture of 4-bromo-5,8-dimethyl-6-nitroquinoline (3.87 g, 13.77 retool), cuprous cyanide (3.67 g, 41.31 mmol) and dimethylformamide (70 mL) is stirred at room temperature for 30 minutes and then heated to 155° C. and stirred at this temperature for 1 hour. Water is added, and the reaction mixture is filtered. The precipitate is washed with water and methylene chloride. The filtrate is extracted with methylene chloride (3×125 mL), and the combined organic layers are dried (sodium sulfate) and e... Run at time 30 minute.